Dataset: the Open Reaction Database (ORD), a public repository of structured organic reaction records. Task: describe an organic reaction: reactants, conditions, products, and yield The reactants are CC(NC(=O)Cc1cccc(Cl)c1)C(=O)O, OCc1cccs1. Yields the product CC(NC(=O)Cc1cccc(Cl)c1)C(=O)OCc1cccs1. RXN SMILES: [Cl:1][c:2]1[cH:3][c:4]([CH2:8][C:9](=[O:10])[NH:11][CH:12]([CH3:13])[C:14](=[O:15])[OH:16])[cH:5][cH:6][cH:7]1.[s:17]1[c:18]([CH2:22][OH:23])[cH:19][cH:20][cH:21]1>>[Cl:1][c:2]1[cH:3][c:4]([CH2:8][C:9](=[O:10])[NH:11][CH:12]([CH3:13])[C:14]([O:15][CH2:22][c:18]2[s:17][cH:21][cH:20][cH:19]2)=[O:16])[cH:5][cH:6][cH:7]1. Product: C(C)OC1=CC2=C(N(C(N2C2CCCCC2)=O)S(=O)(=O)C2=C(C=C(C=C2)NC(=O)OC2=CC=CC=C2)OC)C=C1 (5-Ethoxy-1,3-dihydro-1-[2-methoxy-4-phenoxycarbonylaminobenzenesulfonyl]-3-cyclohexyl-2H-benzimidazol-2-one). Conditions: time 5 hour. The solvent is C1CCOC1 (THF), O (water). As a reaction SMILES: [OH-].[Na+].[CH2:3]([O:5][C:6]1[CH:33]=[CH:32][C:9]2[N:10]([S:20]([C:23]3[CH:28]=[CH:27][C:26]([NH2:29])=[CH:25][C:24]=3[O:30][CH3:31])(=[O:22])=[O:21])[C:11](=[O:19])[N:12]([CH:13]3[CH2:18][CH2:17][CH2:16][CH2:15][CH2:14]3)[C:8]=2[CH:7]=1)[CH3:4].Cl[C:35]([O:37][C:38]1[CH:43]=[CH:42][CH:41]=[CH:40][CH:39]=1)=[O:36]>O.C1COCC1>[CH2:3]([O:5][C:6]1[CH:33]=[CH:32][C:9]2[N:10]([S:20]([C:23]3[CH:28]=[CH:27][C:26]([NH:29][C:35]([O:37][C:38]4[CH:43]=[CH:42][CH:41]=[CH:40][CH:39]=4)=[O:36])=[CH:25][C:24]=3[O:30][CH3:31])(=[O:21])=[O:22])[C:11](=[O:19])[N:12]([CH:13]3[CH2:18][CH2:17][CH2:16][CH2:15][CH2:14]3)[C:8]=2[CH:7]=1)[CH3:4] |f:0.1|. Procedure details: 0.29 g of NaOH pellets in 2 ml of water was added at 5° C., with stirring, to a solution of 1.1 g of 5-ethoxy-1,3-dihydro-1-(2-methoxy-4-aminobenzenesulfonyl)-3-cyclo-hexyl-2H-benzimidazol-2-one, obtained in Example 5 step B), in 25 ml of THF. 1 ml of phenyl chloroformate was then added with continued stirring. The reaction mixture was then stirred for 5 hours, the temperature being allowed to rise to 20° C. The mixture was then concentrated under vacuum, the residue was taken up with water, ext... Starting materials: C(C)OC1=CC2=C(N(C(N2C2CCCCC2)=O)S(=O)(=O)C2=C(C=C(C=C2)N)OC)C=C1 (5-ethoxy-1,3-dihydro-1-(2-methoxy-4-aminobenzenesulfonyl)-3-cyclo-hexyl-2H-benzimidazol-2-one), [OH-].[Na+] (NaOH), ClC(=O)OC1=CC=CC=C1 (phenyl chloroformate). Starting materials: C(C)(C)N(CC)C(C)C (diisopropylethyl amine), O=C1NC2=C(N1C1CCNCC1)C=CC=C2 (4-(2-keto-1-benzimidazolinyl)piperidine), [I-].[Na+] (sodium iodide), ClCCCC1CCC2=C(C(=NO2)C2=CC=CC=C2)C1=O (5-(3-chloropropyl)-6,7-dihydro-3-phenyl-1,2-benzisoxazol-4(5H)-one). Run in C(C)(=O)OCC (ethyl acetate), O (water), CN(C)C=O (DMF). Conditions: temperature 78 celsius. Yields the product O=C1NC2=C(N1C1CCN(CC1)CCCC1CCC3=C(C(=NO3)C3=CC=CC=C3)C1=O)C=CC=C2 (6,7-dihydro-5-[3-(4-(2-keto-1-benzimidazolinyl)-1-piperidinyl)-propyl]-3-phenyl-1,2-benzisoxazol-4(5H)-one). The yield is 27.9%. As a reaction SMILES: Cl[CH2:2][CH2:3][CH2:4][CH:5]1[C:19](=[O:20])[C:9]2[C:10]([C:13]3[CH:18]=[CH:17][CH:16]=[CH:15][CH:14]=3)=[N:11][O:12][C:8]=2[CH2:7][CH2:6]1.C(N(C(C)C)CC)(C)C.[O:30]=[C:31]1[N:35]([CH:36]2[CH2:41][CH2:40][NH:39][CH2:38][CH2:37]2)[C:34]2[CH:42]=[CH:43][CH:44]=[CH:45][C:33]=2[NH:32]1.[I-].[Na+]>C(OCC)(=O)C.O.CN(C=O)C>[O:30]=[C:31]1[N:35]([CH:36]2[CH2:37][CH2:38][N:39]([CH2:2][CH2:3][CH2:4][CH:5]3[C:19](=[O:20])[C:9]4[C:10]([C:13]5[CH:18]=[CH:17][CH:16]=[CH:15][CH:14]=5)=[N:11][O:12][C:8]=4[CH2:7][CH2:6]3)[CH2:40][CH2:41]2)[C:34]2[CH:42]=[CH:43][CH:44]=[CH:45][C:33]=2[NH:32]1 |f:3.4|. Procedure details: To a solution consisting of 5-(3-chloropropyl)-6,7-dihydro-3-phenyl-1,2-benzisoxazol-4(5H)-one (4.19 g) and DMF (150 ml) was added diisopropylethyl amine (6.31 ml), 4-(2-keto-1-benzimidazolinyl)piperidine (3.46 g) and sodium iodide (2.17 g) at room temperature with stirring. The reaction was heated at 78° C. under nitrogen atmosphere with stirring (11 hours). Upon cooling to room temperature, water and ethyl acetate were added to the reaction mixture. The layers were separated and the aqueous la...